This data is from the Open Reaction Database (ORD), a public repository of structured organic reaction records. The task is: describe an organic reaction: reactants, conditions, products, and yield Starting materials: C(CN)N (ethylenediamine), ClC=1C=C(C=CC1)NC1=NC=CC(=N1)C1=CC(=NC=C1)C(=O)O (N-[3-chloro-phenyl]-4-(2-carboxy-4-pyridyl)-2-pyrimidineamine), Cl.C(C)N=C=NCCCN(C)C (N-ethyl-N'-(3-dimethylaminopropyl)-carbodiimide hydrochloride), ON1C(CCC1=O)=O (N-hydroxysuccinimide). The solvent is CN(C)C=O (DMF), CN(C=O)C (dimethylformamide), C(C)(=O)OCC (ethyl acetate). Run at time 2.5 hour. The product is Cl.ClC=1C=C(C=CC1)NC1=NC=CC(=N1)C1=CC(=NC=C1)C(=O)NCCN (N-[3-chloro-phenyl]-4-[2-(N-{2-amino-ethyl}-aminocarbonyl)-4-pyridyl]-2-pyrimidineamine hydrochloride). RXN SMILES: [Cl:1][C:2]1[CH:3]=[C:4]([NH:8][C:9]2[N:14]=[C:13]([C:15]3[CH:20]=[CH:19][N:18]=[C:17]([C:21]([OH:23])=O)[CH:16]=3)[CH:12]=[CH:11][N:10]=2)[CH:5]=[CH:6][CH:7]=1.Cl.C(N=C=NCCCN(C)C)C.ON1C(=O)CCC1=O.[CH2:44]([NH2:47])[CH2:45][NH2:46]>CN(C)C=O.C(OCC)(=O)C>[ClH:1].[Cl:1][C:2]1[CH:3]=[C:4]([NH:8][C:9]2[N:14]=[C:13]([C:15]3[CH:20]=[CH:19][N:18]=[C:17]([C:21]([NH:46][CH2:45][CH2:44][NH2:47])=[O:23])[CH:16]=3)[CH:12]=[CH:11][N:10]=2)[CH:5]=[CH:6][CH:7]=1 |f:1.2,7.8|. Procedure: 80 mg (0.24 mmol) of N-[3-chloro-phenyl]-4-(2-carboxy-4-pyridyl)-2-pyrimidineamine, 70.8 mg (0.36 mmol) of N-ethyl-N'-(3-dimethylaminopropyl)-carbodiimide hydrochloride and 42 mg (0.36 mmol) of N-hydroxysuccinimide are dissolved in 3 ml of dimethylformamide and stirred for 2.5 h at RT. The reaction mixture is then added dropwise at 0° within a period of 30 minutes to a solution of 0.77 ml (11.8 mmol) of ethylenediamine in 2 ml of DMF. After stirring for 14 h at RT, the reaction mixture is poured...